Dataset: the Open Reaction Database (ORD), a public repository of structured organic reaction records. Task: describe an organic reaction: reactants, conditions, products, and yield The reactants are Br, O=C(O)C(O)C(O)C(=O)O, CCOC(=O)C1CCCN(CCBr)C1, Cc1ccccc1, CCOC(C)=O, [H-], [Na+], O, Oc1cccc(-c2ccccc2)c1. Yields the product CCOC(=O)C1CCCN(CCOc2cccc(-c3ccccc3)c2)C1. Reaction SMILES: [BrH:16].[C:31]([OH:32])(=[O:33])[CH:34]([CH:35]([C:36]([OH:37])=[O:38])[OH:39])[OH:40].[CH2:17]([CH3:18])[O:19][C:20](=[O:21])[CH:22]1[CH2:23][N:24]([CH2:28][CH2:29][Br:30])[CH2:25][CH2:26][CH2:27]1.[CH3:41][c:42]1[cH:43][cH:44][cH:45][cH:46][cH:47]1.[CH3:48][CH2:49][O:50][C:51](=[O:52])[CH3:53].[H-:1].[Na+:2].[OH2:54].[OH:3][c:4]1[cH:5][c:6](-[c:10]2[cH:11][cH:12][cH:13][cH:14][cH:15]2)[cH:7][cH:8][cH:9]1>>[O:3]([c:4]1[cH:5][c:6](-[c:10]2[cH:11][cH:12][cH:13][cH:14][cH:15]2)[cH:7][cH:8][cH:9]1)[CH2:29][CH2:28][N:24]1[CH2:23][CH:22]([C:20]([O:19][CH2:17][CH3:18])=[O:21])[CH2:27][CH2:26][CH2:25]1.